Dataset: the Open Reaction Database (ORD), a public repository of structured organic reaction records. Task: describe an organic reaction: reactants, conditions, products, and yield Reactants: ice, stannous chloride, N(=O)[O-].[Na+] (Sodium nitrite), ice, C1(=CC=CC2=CC=CC=C12)N (1-naphthylamine). The solvent is Cl (hydrochloric acid), O (water), Cl (hydrochloric acid). Reaction conditions: time 3 hour. Product: C1(=CC=CC2=CC=CC=C12)NN (1-naphthyl hydrazine). Isolated yield 100.0%. Reaction SMILES: [N:1]([O-])=O.[Na+].[C:5]1([NH2:15])[C:14]2[C:9](=[CH:10][CH:11]=[CH:12][CH:13]=2)[CH:8]=[CH:7][CH:6]=1>O.Cl>[C:5]1([NH:15][NH2:1])[C:14]2[C:9](=[CH:10][CH:11]=[CH:12][CH:13]=2)[CH:8]=[CH:7][CH:6]=1 |f:0.1|. Procedure: Sodium nitrite (4.8 g) in water (20 ml) was added over 15 minutes to a stirred ice-cold suspension of 1-naphthylamine (9.58 g) in 6M hydrochloric acid (80 ml). After an additional 30 minutes in the ice bath, stannous chloride (44.5 9) in 6M hydrochloric acid (80 ml) was added slowly and the resulting suspension was stirred at O0 for 3 hr. The resulting solid was filtered off and dissolved in a mixture of 40% potassium hydroxide solution (100 ml) and ethyl acetate (150 ml). The organic layer was ... Reactants: ClC=1C(=NC=C(C1)Cl)C(CN1C(C=2C(C1=O)=CC=CC2)=O)=NOC(C)(C)C (N-[2-(3,5-dichloropyridin-2-yl)-2-(tert-butoxyimino)ethyl]phthalimide), O.NN (hydrazine monohydrate). Solvent: C(C)O (ethanol). Conditions: temperature 80 celsius, time 1 hour. Product: C(C)(C)(C)ON=C(CN)C1=NC=C(C=C1Cl)Cl (2-amino-1-(3,5-dichloropyridin-2-yl)ethanone-O-(tert-butyl)oxime). The yield is 80.8%. Reaction SMILES: [Cl:1][C:2]1[C:3]([C:9](=[N:22][O:23][C:24]([CH3:27])([CH3:26])[CH3:25])[CH2:10][N:11]2C(=O)C3=CC=CC=C3C2=O)=[N:4][CH:5]=[C:6]([Cl:8])[CH:7]=1.O.NN>C(O)C>[C:24]([O:23][N:22]=[C:9]([C:3]1[C:2]([Cl:1])=[CH:7][C:6]([Cl:8])=[CH:5][N:4]=1)[CH2:10][NH2:11])([CH3:27])([CH3:25])[CH3:26] |f:1.2|. Reported procedure: To 162 mg of N-[2-(3,5-dichloropyridin-2-yl)-2-(tert-butoxyimino)ethyl]phthalimide in 10 ml of ethanol, 40 mg of hydrazine monohydrate was added, and the mixture was stirred at 80° C. for 1 hour. After completion of the reaction, the solvent was evaporated under reduced pressure, and the reaction mixture was mixed with 30 ml of water and extracted with ethyl acetate (25 ml×2). The resulting organic layers were combined, washed with water (20 ml×1) and dried over saturated aqueous sodium chloride... Starting materials: COC1=CC=C(C=C1)C=CC1=NC(=C(C(=N1)N1CCOCC1)[N+](=O)[O-])N1CCOCC1 (2-[2-(4-methoxyphenyl)vinyl]-4,6-dimorpholino-5-nitropyrimidine), [Cl-].[Ca+2].[Cl-] (calcium chloride). The reagents and catalysts are [Zn] (zinc). Run in C(C)#N (acetonitrile), O (water). The product is NC=1C(=NC(=NC1N1CCOCC1)C=CC1=CC=C(C=C1)OC)N1CCOCC1 (5-amino-2-[2-(4-methoxyphenyl)vinyl]-4,6-dimorpholinopyrimidine). The yield is 74.8%. Reaction SMILES: [CH3:1][O:2][C:3]1[CH:8]=[CH:7][C:6]([CH:9]=[CH:10][C:11]2[N:16]=[C:15]([N:17]3[CH2:22][CH2:21][O:20][CH2:19][CH2:18]3)[C:14]([N+:23]([O-])=O)=[C:13]([N:26]3[CH2:31][CH2:30][O:29][CH2:28][CH2:27]3)[N:12]=2)=[CH:5][CH:4]=1.[Cl-].[Ca+2].[Cl-]>C(#N)C.O.[Zn]>[NH2:23][C:14]1[C:13]([N:26]2[CH2:27][CH2:28][O:29][CH2:30][CH2:31]2)=[N:12][C:11]([CH:10]=[CH:9][C:6]2[CH:5]=[CH:4][C:3]([O:2][CH3:1])=[CH:8][CH:7]=2)=[N:16][C:15]=1[N:17]1[CH2:22][CH2:21][O:20][CH2:19][CH2:18]1 |f:1.2.3|. Procedure details: The synthesis method shall be explained concretely, and in order, below. A mixed solution of 2-[2-(4-methoxyphenyl)vinyl]-4,6-dimorpholino-5-nitropyrimidine (1.35 g, 3.16 mmol), zinc dust (6.19 g, 94.8 mmol), and calcium chloride (224 mg, 2.02 mmol) in acetonitrile (80 ml) and water (20 ml) was refluxed under heating for 1 hour. The undissolved matter was separated out by celite filtering, the filtrate was distilled away under reduced pressure, water was added to the residue, the precipitated cr...